From a dataset of the Open Reaction Database (ORD), a public repository of structured organic reaction records. describe an organic reaction: reactants, conditions, products, and yield The reactants are C1(CC1)C1=NN(C(=C1C(=O)O)CC1=CC=C(C=C1)C1=C(C=CC=C1)S(=O)(=O)NC(=O)C1=CC=CC=C1)CCC (3-Cyclopropyl-5-[[2'-(phenylcarbonylaminosulfonyl)-1,1'-biphenyl-4-yl]methyl]-1-propyl-1H-pyrazole-4-carboxylic acid), C(=O)(N1C=NC=C1)N1C=NC=C1 (1,1'-carbonyldiimidazole), N (ammonia), CCO (EtOH). Run in C1CCOC1 (THF). Conditions: time 3 hour. The product is C1(CC1)C1=NN(C(=C1C(=O)N)CC1=CC=C(C=C1)C1=C(C=CC=C1)S(=O)(=O)NC(=O)C1=CC=CC=C1)CCC (3-Cyclopropyl-5-[[2'-(phenylcarbonylaminosulfonyl)-1,1'-biphenyl-4-yl]methyl]-1-propyl-1H-pyrazole-4-carboxamide). The yield is 40.0%. As a reaction SMILES: [CH:1]1([C:4]2[C:8]([C:9]([OH:11])=O)=[C:7]([CH2:12][C:13]3[CH:18]=[CH:17][C:16]([C:19]4[CH:24]=[CH:23][CH:22]=[CH:21][C:20]=4[S:25]([NH:28][C:29]([C:31]4[CH:36]=[CH:35][CH:34]=[CH:33][CH:32]=4)=[O:30])(=[O:27])=[O:26])=[CH:15][CH:14]=3)[N:6]([CH2:37][CH2:38][CH3:39])[N:5]=2)[CH2:3][CH2:2]1.C(N1C=CN=C1)([N:42]1C=CN=C1)=O.N.CCO>C1COCC1>[CH:1]1([C:4]2[C:8]([C:9]([NH2:42])=[O:11])=[C:7]([CH2:12][C:13]3[CH:18]=[CH:17][C:16]([C:19]4[CH:24]=[CH:23][CH:22]=[CH:21][C:20]=4[S:25]([NH:28][C:29]([C:31]4[CH:36]=[CH:35][CH:34]=[CH:33][CH:32]=4)=[O:30])(=[O:27])=[O:26])=[CH:15][CH:14]=3)[N:6]([CH2:37][CH2:38][CH3:39])[N:5]=2)[CH2:3][CH2:2]1. Procedure details: To a solution of the compound obtained in example 60 (0.15 g, 0.28 mmol) in THF (10 mL) was added 1,1'-carbonyldiimidazole (0.057 g, 0.35 mmol) and the mixture was stirred at room temperature under an argon atmosphere for 3 h. Next, ammonia (32% aqueous solution, 0.33 mL) and EtOH (0.7 mL) were added and the reaction mixture was stirred at room temperature overnight and then at reflux for 1 h. The solvent was removed, the residue was taken up in CH2Cl2 and H2O was added. The aqueous phase was ac... Reactants: NC1=NC2(NC3=CC=CC(=C13)F)CN(C2)C(=O)OCC2=CC=CC=C2 (Phenvlmethyl 4'-Amino-5'-fluorospiro[azetidine-3,2'(1'H)-quinazoline]-1-carboxylate). Reagents/catalysts: [Pd] (palladium on carbon). Run in C(C)O (ethanol). Conditions: time 48 hour. Product: FC1=C2C(=NC3(NC2=CC=C1)CNC3)N (5'-Fluorospiro[azetidine-3,2'(1'H)-quinazoline]-4'-amine). Yield: 99.0%. RXN SMILES: [NH2:1][C:2]1[C:11]2[C:6](=[CH:7][CH:8]=[CH:9][C:10]=2[F:12])[NH:5][C:4]2([CH2:15][N:14](C(OCC3C=CC=CC=3)=O)[CH2:13]2)[N:3]=1>C(O)C.[Pd]>[F:12][C:10]1[CH:9]=[CH:8][CH:7]=[C:6]2[C:11]=1[C:2]([NH2:1])=[N:3][C:4]1([CH2:13][NH:14][CH2:15]1)[NH:5]2. Procedure details: Phenylmethyl 4'-Amino-5'-fluorospiro[azetidine-3 ,2'(1'H)-quinazoline]-1 -carboxylate (Example 249, 1 g, 2.94 mmol) in ethanol (50 ml) containing 10% palladium on carbon catalyst (0.1 g) was stirred under hydrogen at 3 atmospheres pressure for 48 h. The catalyst was removed by filtration and the filtrate concentrated to leave the crude title compound as a gum (0.6 g), MS (+CI) 207 ([M+H]+). The reactants are ClC1=C2C(=CN(C2=CC=C1)[C@H]1[C@H](OC(C)=O)[C@@H](OC(C)=O)[C@H](OC(C)=O)[C@H](O1)COC(C)=O)C=O (4-chloro-1-(2,3,4,6-tetra-O-acetyl-β-D-gluco-pyranosyl)indole-3-carboxaldehyde), BrC1=CC=C(C=C1)OC(F)(F)F (1-bromo-4-(trifluoro-methoxy)benzene). Yields the product ClC1=C2C(=CN(C2=CC=C1)[C@H]1[C@H](OC(C)=O)[C@@H](OC(C)=O)[C@H](OC(C)=O)[C@H](O1)COC(C)=O)C(O)C1=CC=C(C=C1)OC(F)(F)F (4-chloro-1-(2,3,4,6-tetra-O-acetyl-β-D-gluco-pyranosyl)indol-3-yl 4-(trifluoromethoxy)phenyl methanol). Reaction SMILES: [Cl:1][C:2]1[CH:10]=[CH:9][CH:8]=[C:7]2[C:3]=1[C:4]([CH:34]=[O:35])=[CH:5][N:6]2[C@@H:11]1[O:28][C@H:27]([CH2:29][O:30][C:31](=[O:33])[CH3:32])[C@@H:22]([O:23][C:24](=[O:26])[CH3:25])[C@H:17]([O:18][C:19](=[O:21])[CH3:20])[C@H:12]1[O:13][C:14](=[O:16])[CH3:15].Br[C:37]1[CH:42]=[CH:41][C:40]([O:43][C:44]([F:47])([F:46])[F:45])=[CH:39][CH:38]=1>>[Cl:1][C:2]1[CH:10]=[CH:9][CH:8]=[C:7]2[C:3]=1[C:4]([CH:34]([C:37]1[CH:38]=[CH:39][C:40]([O:43][C:44]([F:45])([F:46])[F:47])=[CH:41][CH:42]=1)[OH:35])=[CH:5][N:6]2[C@@H:11]1[O:28][C@H:27]([CH2:29][O:30][C:31](=[O:33])[CH3:32])[C@@H:22]([O:23][C:24](=[O:26])[CH3:25])[C@H:17]([O:18][C:19](=[O:21])[CH3:20])[C@H:12]1[O:13][C:14](=[O:16])[CH3:15]. Procedure details: The above 4-chloro-1-(2,3,4,6-tetra-O-acetyl-β-D-gluco-pyranosyl)indole-3-carboxaldehyde and 1-bromo-4-(trifluoro-methoxy)benzene were treated in a manner similar to Example 25-(2) to give crude 4-chloro-1-(2,3,4,6-tetra-O-acetyl-β-D-gluco-pyranosyl)indol-3-yl 4-(trifluoromethoxy)phenyl methanol, which was used in the subsequent step without further purification. Reactants: FC(OC1=CC=C(C=C1)S(=O)(=O)Cl)F (4-(Difluoro-methoxy)-benzenesulfonyl chloride), O (water), IC=1C=C2C=CNC2=CC1 (5-Iodo-1H-indole), [H-].[Na+] (Sodium hydride). Run in CN(C=O)C (DMF), CN(C=O)C (dimethylformamide). Reaction conditions: temperature 0 celsius, time 1 hour. The product is FC(OC1=CC=C(C=C1)S(=O)(=O)N1C=CC2=CC(=CC=C12)I)F (1-(4-difluoromethoxybenzenesulfonyl)-5-iodo-1H-indole). Yield: 81.1%. Reaction SMILES: [I:1][C:2]1[CH:3]=[C:4]2[C:8](=[CH:9][CH:10]=1)[NH:7][CH:6]=[CH:5]2.[H-].[Na+].[F:13][CH:14]([F:26])[O:15][C:16]1[CH:21]=[CH:20][C:19]([S:22](Cl)(=[O:24])=[O:23])=[CH:18][CH:17]=1.O>CN(C)C=O>[F:26][CH:14]([F:13])[O:15][C:16]1[CH:17]=[CH:18][C:19]([S:22]([N:7]2[C:8]3[C:4](=[CH:3][C:2]([I:1])=[CH:10][CH:9]=3)[CH:5]=[CH:6]2)(=[O:24])=[O:23])=[CH:20][CH:21]=1 |f:1.2|. Reported procedure: 5-Iodo-1H-indole (2.0 g, 8.23 mmol) was dissolved in dimethylformamide (DMF) (10 ml) and cooled to 0° C. Sodium hydride (494 mg, 12.34 mmol) was added in small portions. The reaction mixture was stirred for 1 hour at 0° C. 4-(Difluoro-methoxy)-benzenesulfonyl chloride (2.196 g, 9.05 mmol) was dissolved in DMF (5 ml), and added slowly to the reaction mixture. Stirring was continued for 45 minutes. Cold water (150 ml) was added to the reaction mixture. The reaction mixture was extracted twice with... Starting materials: [BH4-], C1CCOC1, COC(=O)C(CCC=O)c1c(-c2ccc(C)cc2)nc2ccc(C)cn12, CC(C)(C)S(N)=O, CC[O-], CC[O-], CC[O-], CC[O-], [Na+], O, [Ti+4]. The product is COC(=O)C(CCCNS(=O)C(C)(C)C)c1c(-c2ccc(C)cc2)nc2ccc(C)cn12. Reaction SMILES: [BH4-:35].[CH2:37]1[O:38][CH2:39][CH2:40][CH2:41]1.[CH3:1][O:2][C:3]([CH:4]([CH2:5][CH2:6][CH:7]=[O:8])[c:9]1[c:10](-[c:19]2[cH:20][cH:21][c:22]([CH3:25])[cH:23][cH:24]2)[n:11][c:12]2[n:13]1[cH:14][c:15]([CH3:18])[cH:16][cH:17]2)=[O:26].[CH3:27][C:28]([CH3:29])([CH3:30])[S:31](=[O:32])[NH2:33].[CH3:42][CH2:43][O-:44].[CH3:46][CH2:47][O-:48].[CH3:49][CH2:50][O-:51].[CH3:52][CH2:53][O-:54].[Na+:36].[OH2:34].[Ti+4:45]>>[CH3:1][O:2][C:3]([CH:4]([CH2:5][CH2:6][CH2:7][NH:33][S:31]([C:28]([CH3:27])([CH3:29])[CH3:30])=[O:32])[c:9]1[c:10](-[c:19]2[cH:20][cH:21][c:22]([CH3:25])[cH:23][cH:24]2)[n:11][c:12]2[n:13]1[cH:14][c:15]([CH3:18])[cH:16][cH:17]2)=[O:26]. Starting materials: C(C)(C)(C)OC(CN1N=C(C(=C1)NC(=O)C=1C=NN2C1N=CC=C2)C2=C(C=CC(=C2)Cl)OC(F)F)=O ({3-(5-chloro-2-difluoromethoxyphenyl)-4-[(pyrazolo[1,5-a]pyrimidine-3-carbonyl)amino]pyrazol-1-yl}acetic acid tert-butyl ester), C(=O)(C(F)(F)F)O (TFA). Solvent: ClCCl (dichloromethane). Conditions: time 18 hour. Yields the product ClC=1C=CC(=C(C1)C1=NN(C=C1NC(=O)C=1C=NN2C1N=CC=C2)CC(=O)O)OC(F)F ({3-(5-Chloro-2-difluoromethoxyphenyl)-4-[(pyrazolo[1,5-a]pyrimidine-3-carbonyl)amino]pyrazol-1-yl}acetic acid). Yield: 99.7%. RXN SMILES: C([O:5][C:6](=[O:36])[CH2:7][N:8]1[CH:12]=[C:11]([NH:13][C:14]([C:16]2[CH:17]=[N:18][N:19]3[CH:24]=[CH:23][CH:22]=[N:21][C:20]=23)=[O:15])[C:10]([C:25]2[CH:30]=[C:29]([Cl:31])[CH:28]=[CH:27][C:26]=2[O:32][CH:33]([F:35])[F:34])=[N:9]1)(C)(C)C.C(O)(C(F)(F)F)=O>ClCCl>[Cl:31][C:29]1[CH:28]=[CH:27][C:26]([O:32][CH:33]([F:35])[F:34])=[C:25]([C:10]2[C:11]([NH:13][C:14]([C:16]3[CH:17]=[N:18][N:19]4[CH:24]=[CH:23][CH:22]=[N:21][C:20]=34)=[O:15])=[CH:12][N:8]([CH2:7][C:6]([OH:36])=[O:5])[N:9]=2)[CH:30]=1. Procedure: To a solution of {3-(5-chloro-2-difluoromethoxyphenyl)-4-[(pyrazolo[1,5-a]pyrimidine-3-carbonyl)amino]pyrazol-1-yl}acetic acid tert-butyl ester (45.0 g, 86.7 mmol) in dichloromethane (350 mL) was added TFA (100 mL) and the mixture left to stir at room temperature for 18 hours. The solvent was evaporated and the resultant residue triturated with diethyl ether. The resultant solid was collected by filtration, washed with diethyl ether and left to air dry to afford the title compound as a white sol... Reactants: Cc1ccccc1, CN(C1CCCCC1)C1CCCCC1, CC(C)(C)OC(=O)N1CCC(COC(=O)c2cc(Cl)cc3c2n(COCC[Si](C)(C)C)c(=O)n3COCC[Si](C)(C)C)(c2ccc(F)cc2)CC1, [Li]C. Product: C=C(OCC1(c2ccc(F)cc2)CCN(C(=O)OC(C)(C)C)CC1)c1cc(Cl)cc2c1n(COCC[Si](C)(C)C)c(=O)n2COCC[Si](C)(C)C. RXN SMILES: [CH3:68][c:69]1[cH:70][cH:71][cH:72][cH:73][cH:74]1.[CH:54]1([N:55]([CH3:56])[CH:57]2[CH2:58][CH2:59][CH2:60][CH2:61][CH2:62]2)[CH2:63][CH2:64][CH2:65][CH2:66][CH2:67]1.[Cl:3][c:4]1[cH:5][c:6]([C:30](=[O:31])[O:32][CH2:33][C:34]2([c:47]3[cH:48][cH:49][c:50]([F:53])[cH:51][cH:52]3)[CH2:35][CH2:36][N:37]([C:40](=[O:41])[O:42][C:43]([CH3:44])([CH3:45])[CH3:46])[CH2:38][CH2:39]2)[c:7]2[c:8]([n:9]([CH2:21][O:22][CH2:23][CH2:24][Si:25]([CH3:26])([CH3:27])[CH3:28])[c:10](=[O:20])[n:11]2[CH2:12][O:13][CH2:14][CH2:15][Si:16]([CH3:17])([CH3:18])[CH3:19])[cH:29]1.[Li:1][CH3:2]>>[Cl:3][c:4]1[cH:5][c:6]([C:30]([O:32][CH2:33][C:34]2([c:47]3[cH:48][cH:49][c:50]([F:53])[cH:51][cH:52]3)[CH2:35][CH2:36][N:37]([C:40](=[O:41])[O:42][C:43]([CH3:44])([CH3:45])[CH3:46])[CH2:38][CH2:39]2)=[CH2:54])[c:7]2[c:8]([n:9]([CH2:21][O:22][CH2:23][CH2:24][Si:25]([CH3:26])([CH3:27])[CH3:28])[c:10](=[O:20])[n:11]2[CH2:12][O:13][CH2:14][CH2:15][Si:16]([CH3:17])([CH3:18])[CH3:19])[cH:29]1. Starting materials: CCOP(=O)(CC(=O)OC(C)(C)C)OCC, Cc1ccccc1, CCOC(C)=O, Fc1cccc(C2CO2)n1, [H-], [Na+]. The product is CC(C)(C)OC(=O)C1CC1c1cccc(F)n1. Reaction SMILES: [CH2:3]([O:4][P:5]([O:6][CH2:7][CH3:8])(=[O:9])[CH2:11][C:12](=[O:13])[O:14][C:15]([CH3:16])([CH3:17])[CH3:18])[CH3:10].[CH3:29][c:30]1[cH:31][cH:32][cH:33][cH:34][cH:35]1.[CH3:36][CH2:37][O:38][C:39]([CH3:40])=[O:41].[F:19][c:20]1[n:21][c:22]([CH:26]2[O:27][CH2:28]2)[cH:23][cH:24][cH:25]1.[H-:2].[Na+:1]>>[CH:11]1([C:12](=[O:13])[O:14][C:15]([CH3:16])([CH3:17])[CH3:18])[CH:26]([c:22]2[n:21][c:20]([F:19])[cH:25][cH:24][cH:23]2)[CH2:28]1.